From a dataset of the Open Reaction Database (ORD), a public repository of structured organic reaction records. describe an organic reaction: reactants, conditions, products, and yield Starting materials: CCCc1cc(C(F)(F)F)ccc1C=CC(=O)O, Cl, C#Cc1cc(CN)cc(F)c1NS(C)(=O)=O. Product: C#Cc1cc(CNC(=O)C=Cc2ccc(C(F)(F)F)cc2CCC)cc(F)c1NS(C)(=O)=O. As a reaction SMILES: [CH2:18]([CH2:19][CH3:20])[c:21]1[c:22]([CH:31]=[CH:32][C:33](=[O:34])[OH:35])[cH:23][cH:24][c:25]([C:27]([F:28])([F:29])[F:30])[cH:26]1.[ClH:17].[NH2:1][CH2:2][c:3]1[cH:4][c:5]([C:15]#[CH:16])[c:6]([NH:10][S:11](=[O:12])(=[O:13])[CH3:14])[c:7]([F:9])[cH:8]1>>[NH:1]([CH2:2][c:3]1[cH:4][c:5]([C:15]#[CH:16])[c:6]([NH:10][S:11](=[O:12])(=[O:13])[CH3:14])[c:7]([F:9])[cH:8]1)[C:33]([CH:32]=[CH:31][c:22]1[c:21]([CH2:18][CH2:19][CH3:20])[cH:26][c:25]([C:27]([F:28])([F:29])[F:30])[cH:24][cH:23]1)=[O:34].